This data is from the Open Reaction Database (ORD), a public repository of structured organic reaction records. The task is: describe an organic reaction: reactants, conditions, products, and yield The reactants are FC(SC1=CC=C(C=C1)C1=CC=C(C=C1)C(CO)NC(C1=CC=CC=C1)=O)F (N-[1-[4'-[(difluoromethyl)thio][1,1'-biphenyl]-4-yl]-2-hydroxyethyl]benzamide), [OH-].[Na+] (sodium hydroxide). Solvent: C(C)O (ethanol). The product is NC(CO)C1=CC=C(C=C1)C1=CC=C(C=C1)SC(F)F (β-amino-4'-[(difluoromethyl)thio][1,1'-biphenyl]-4-ethanol). The yield is 70.8%. Reaction SMILES: [F:1][CH:2]([F:28])[S:3][C:4]1[CH:9]=[CH:8][C:7]([C:10]2[CH:15]=[CH:14][C:13]([CH:16]([NH:19]C(=O)C3C=CC=CC=3)[CH2:17][OH:18])=[CH:12][CH:11]=2)=[CH:6][CH:5]=1.[OH-].[Na+]>C(O)C>[NH2:19][CH:16]([C:13]1[CH:14]=[CH:15][C:10]([C:7]2[CH:8]=[CH:9][C:4]([S:3][CH:2]([F:28])[F:1])=[CH:5][CH:6]=2)=[CH:11][CH:12]=1)[CH2:17][OH:18] |f:1.2|. Procedure: A mixture of 5.14 g of N-[1-[4'-[(difluoromethyl)thio][1,1'-biphenyl]-4-yl]-2-hydroxyethyl]benzamide, 9.5 mL of sodium hydroxide solution (1.54 g, 38.5 mmol in 9.5 mL water), and 36 mL of ethanol was boiled for ~40 h. The mixture was allowed to cool to room temperature and the solvent was removed under reduced pressure. The residue was dissolved in water, and the aqueous mixture was extracted with 3×70 mL of ethyl acetate. The combined extracts were dried and the solvent was removed under reduce... The reactants are C(C)(C)(C)C1=CC=C(C=C1)C1=NN=C(O1)C1=C(C=C(C(=O)OC)C=C1)[N+](=O)[O-] (methyl 4-[5-(4-t-butylphenyl)-1,3,4-oxadiazol-2-yl]-3-nitrobenzoate), [OH-].[Na+] (sodium hydroxide), Cl (hydrochloric acid). Solvent: O1CCCC1 (tetrahydrofuran). The product is C(C)(C)(C)C1=CC=C(C=C1)C1=NN=C(O1)C1=C(C=C(C(=O)O)C=C1)[N+](=O)[O-] (4-[5-(4-t-butylphenyl)-1,3,4-oxadiazol-2-yl]-3-nitrobenzoic acid). Yield: 41.5%. As a reaction SMILES: [C:1]([C:5]1[CH:10]=[CH:9][C:8]([C:11]2[O:15][C:14]([C:16]3[CH:25]=[CH:24][C:19]([C:20]([O:22]C)=[O:21])=[CH:18][C:17]=3[N+:26]([O-:28])=[O:27])=[N:13][N:12]=2)=[CH:7][CH:6]=1)([CH3:4])([CH3:3])[CH3:2].[OH-].[Na+].Cl>O1CCCC1>[C:1]([C:5]1[CH:6]=[CH:7][C:8]([C:11]2[O:15][C:14]([C:16]3[CH:25]=[CH:24][C:19]([C:20]([OH:22])=[O:21])=[CH:18][C:17]=3[N+:26]([O-:28])=[O:27])=[N:13][N:12]=2)=[CH:9][CH:10]=1)([CH3:4])([CH3:2])[CH3:3] |f:1.2|. Reported procedure: A mixture of methyl 4-[5-(4-t-butylphenyl)-1,3,4-oxadiazol-2-yl]-3-nitrobenzoate (1.50 g), 1 M aqueous sodium hydroxide solution (7.8 ml) and tetrahydrofuran (10 ml) was heated under reflux for 30 min. After cooling, 1 M hydrochloric acid was added to acidify the reaction mixture. The mixture was extracted with ethyl acetate. The organic layer was washed with water and saturated brine, dried over anhydrous magnesium sulfate and concentrated. The residue was purified by silica gel column chromato... Reactants: COC([C@@H](NC([C@@](NC)([C@@H](C)CC)C[C@H]([C@H](CC)C)N(CCC(C(C1=CC=CC=C1)(C1=CC=CC=C1)C1=CC=CC=C1)S)NC(=O)OC(C)(C)C)=O)CCSC)=O (2(S)-(2(R)-(t-butoxycarbonylamino-3-triphenylmethyl mercaptopropylamino)-3(S)-methylpentyl]-N-methyl-isoleucyl-methionine methyl ester), [OH-].[Na+] (NaOH), Cl (HCl). Solvent: CO (MeOH). Reaction conditions: time 3.5 hour. Product: C(C)(C)(C)OC(=O)NN([C@H](C[C@](NC)([C@@H](C)CC)C(=O)N[C@@H](CCSC)C(=O)O)[C@H](CC)C)CCC(C(C1=CC=CC=C1)(C1=CC=CC=C1)C1=CC=CC=C1)S (2(S)-(2(R)-(t-butoxycarbonylamino-3-triphenylmethyl-mercaptopropylamino)-3(S)-methylpentyl]-N-methyl-isoleucyl-methionine). Isolated yield 96.0%. RXN SMILES: C[O:2][C:3](=[O:57])[C@H:4]([CH2:53][CH2:54][S:55][CH3:56])[NH:5][C:6](=[O:52])[C@:7]([CH2:14][C@@H:15]([N:20]([NH:44][C:45]([O:47][C:48]([CH3:51])([CH3:50])[CH3:49])=[O:46])[CH2:21][CH2:22][CH:23]([SH:43])[C:24]([C:37]1[CH:42]=[CH:41][CH:40]=[CH:39][CH:38]=1)([C:31]1[CH:36]=[CH:35][CH:34]=[CH:33][CH:32]=1)[C:25]1[CH:30]=[CH:29][CH:28]=[CH:27][CH:26]=1)[C@@H:16]([CH3:19])[CH2:17][CH3:18])([C@H:10]([CH2:12][CH3:13])[CH3:11])[NH:8][CH3:9].[OH-].[Na+].Cl>CO>[C:48]([O:47][C:45]([NH:44][N:20]([CH2:21][CH2:22][CH:23]([SH:43])[C:24]([C:37]1[CH:42]=[CH:41][CH:40]=[CH:39][CH:38]=1)([C:25]1[CH:26]=[CH:27][CH:28]=[CH:29][CH:30]=1)[C:31]1[CH:36]=[CH:35][CH:34]=[CH:33][CH:32]=1)[C@@H:15]([C@@H:16]([CH3:19])[CH2:17][CH3:18])[CH2:14][C@@:7]([C:6]([NH:5][C@H:4]([C:3]([OH:57])=[O:2])[CH2:53][CH2:54][S:55][CH3:56])=[O:52])([C@H:10]([CH2:12][CH3:13])[CH3:11])[NH:8][CH3:9])=[O:46])([CH3:51])([CH3:50])[CH3:49] |f:1.2|. Reported procedure: N-[2(S)-(2(R)-(t-butoxycarbonylamino-3-triphenylmethyl mercaptopropylamino)-3(S)-methylpentyl]-N-methyl-isoleucyl-methionine methyl ester (0.19 g, 0.232 mmol, prepared as an intermediate in Example 5) was dissolved in MeOH (4 mL), treated with 1N NaOH soln (0.927 mL, 0.927 mmol), and stirred for 3.5 h at ambient temperature. The reaction mixture was concentrated, the residue dissolved in H2O (20 mL), neutralized with 1N HCl (0.927 mL, 0.927 mmol), and extracted with EtOAc (3×20 mL). The organic ... Starting materials: CS(C)=O, [Cl-], COC(=O)C(C(=O)c1ncc(Cl)cc1Cl)c1ccccc1F, [Na+], O. Product: O=C(Cc1ccccc1F)c1ncc(Cl)cc1Cl. As a reaction SMILES: [CH3:25][S:26]([CH3:27])=[O:28].[Cl-:24].[Cl:1][c:2]1[c:3]([C:9]([CH:10]([C:11]([O:12][CH3:13])=[O:14])[c:15]2[c:16]([F:21])[cH:17][cH:18][cH:19][cH:20]2)=[O:22])[n:4][cH:5][c:6]([Cl:8])[cH:7]1.[Na+:23].[OH2:29]>>[Cl:1][c:2]1[c:3]([C:9]([CH2:10][c:15]2[c:16]([F:21])[cH:17][cH:18][cH:19][cH:20]2)=[O:22])[n:4][cH:5][c:6]([Cl:8])[cH:7]1. Reactants: C(C=C)C=1C=C(C#N)C=C(C1O)Br (3-allyl-5-bromo-4-hydroxybenzonitrile), BrC=1C=C(C#N)C=CC1O (3-bromo-4-hydroxybenzonitrile), Intermediate 8, Intermediate 9, ClC=1C=C(C(=O)OO)C=CC1 (3-chloroperoxybenzoic acid), C([O-])([O-])=O.[K+].[K+] (potassium carbonate), C(C=C)OCC=C (allyl ether), C([O-])([O-])=O.[K+].[K+] (potassium carbonate), C(C=C)Br (allyl bromide), C(C=C)C=1C=C(C#N)C=C(C1O)Br (3-allyl-5-bromo-4-hydroxybenzonitrile). The solvent is C1(=CC(=CC(=C1)C)C)C (mesitylene). Product: BrC1=CC(=CC=2CC(OC21)CO)C#N ((±)-7-bromo-2-(hydroxymethyl)-2,3-dihydro-1-benzofuran-5-carbonitrile). RXN SMILES: [Br:1][C:2]1[CH:3]=[C:4]([CH:7]=[CH:8][C:9]=1[OH:10])[C:5]#[N:6].C(=O)([O-])[O-].[K+].[K+].C(Br)C=C.[CH2:21]([O:24]CC=C)[CH:22]=[CH2:23].C(C1C=C(C=C(Br)C=1O)C#N)C=C.ClC1C=C(C=CC=1)C(OO)=O>C1(C)C=C(C)C=C(C)C=1>[Br:1][C:2]1[C:9]2[O:10][CH:22]([CH2:21][OH:24])[CH2:23][C:8]=2[CH:7]=[C:4]([C:5]#[N:6])[CH:3]=1 |f:1.2.3|. Reported procedure: Treatment of 3-bromo-4-hydroxybenzonitrile (10.0 g, 50.0 mmol) with potassium carbonate (27.9 g, 200 mmol) and allyl bromide (7.96 g, 66.0 mmol), followed by refluxing the resultant allyl ether in mesitylene generally according to the procedure described for Intermediate 8 provided 3-allyl-5-bromo-4-hydroxybenzonitrile. Treatment of 3-allyl-5-bromo-4-hydroxybenzonitrile (4.63 g, 19.0 mmol) with 3-chloroperoxybenzoic acid (6.2 g, 35.93 mmol, 77%) followed by potassium carbonate (6.56 g, 47.5 mmol... Starting materials: C(C)(C)(C)OC(NCCCN(S(=O)(=O)C)CC1=CC(=CC=C1)C1=NC(=NC=C1)Cl)=O ((3-{[3-(2-Chloro-pyrimidin-4-yl)-benzyl]-methanesulfonyl-amino}-propyl)-carbamic acid tert-butyl ester), NCCC=1C=C(C(=C(C1)O)O)O (5-(2-Amino-ethyl)-benzene-1,2,3-triol), 588. Yields the product C(C)(C)(C)OC(NCCCN(CC1=CC(=CC=C1)C1=NC(=NC=C1)NCCC1=CC(=C(C(=C1)O)O)O)S(=O)(=O)C)=O ({3-[Methanesulfonyl-(3-{2-[2-(3,4,5-trihydroxy-phenyl)-ethylamino]-pyrimidin-4-yl}-benzyl)-amino]-propyl}-carbamic acid tert-butyl ester). Reaction SMILES: [C:1]([O:5][C:6](=[O:30])[NH:7][CH2:8][CH2:9][CH2:10][N:11]([CH2:16][C:17]1[CH:22]=[CH:21][CH:20]=[C:19]([C:23]2[CH:28]=[CH:27][N:26]=[C:25](Cl)[N:24]=2)[CH:18]=1)[S:12]([CH3:15])(=[O:14])=[O:13])([CH3:4])([CH3:3])[CH3:2].[NH2:31][CH2:32][CH2:33][C:34]1[CH:35]=[C:36]([OH:42])[C:37]([OH:41])=[C:38]([OH:40])[CH:39]=1>>[C:1]([O:5][C:6](=[O:30])[NH:7][CH2:8][CH2:9][CH2:10][N:11]([S:12]([CH3:15])(=[O:14])=[O:13])[CH2:16][C:17]1[CH:22]=[CH:21][CH:20]=[C:19]([C:23]2[CH:28]=[CH:27][N:26]=[C:25]([NH:31][CH2:32][CH2:33][C:34]3[CH:35]=[C:36]([OH:42])[C:37]([OH:41])=[C:38]([OH:40])[CH:39]=3)[N:24]=2)[CH:18]=1)([CH3:4])([CH3:3])[CH3:2]. Procedure: Intermediate 4 was coupled with 5-(2-Amino-ethyl)-benzene-1,2,3-triol following procedure F. LC-MS showed the product had the expected M+H+ of 588. 1H NMR (Varian 300 MHz, CDCl3, shifts relative to the solvent peak at 7.24 ppm) δ 8.2 (m, 2H) 8.0 (m, 1H) 7.6 (m, 2H) 7.3 (m, 3H) 4.8 (m, 1H) 4.5 (s, 2H) 3.9 (m, 2H) 3.3 (m, 2H) 3.0 (m, 2H) 2.9 (m, 5H) 1.6 (m, 2H) 1.4 (s, 9H). Reactants: C1CCOC1, CCOC(C)=O, O=C(Nc1cccc(-c2nn3ccccc3c2-c2ccnc(Nc3cccc(CNC(=O)C(F)(F)F)c3)n2)c1)c1cc(F)ccc1F, [Li+], [OH-], O, O. Product: NCc1cccc(Nc2nccc(-c3c(-c4cccc(NC(=O)c5cc(F)ccc5F)c4)nn4ccccc34)n2)c1. As a reaction SMILES: [CH2:51]1[O:52][CH2:53][CH2:54][CH2:55]1.[CH3:57][CH2:58][O:59][C:60]([CH3:61])=[O:62].[F:1][c:2]1[c:3]([C:4](=[O:5])[NH:6][c:7]2[cH:8][c:9](-[c:13]3[n:14][n:15]4[c:16]([cH:17][cH:18][cH:19][cH:20]4)[c:21]3-[c:22]3[n:23][c:24]([NH:28][c:29]4[cH:30][c:31]([CH2:35][NH:36][C:37](=[O:38])[C:39]([F:40])([F:41])[F:42])[cH:32][cH:33][cH:34]4)[n:25][cH:26][cH:27]3)[cH:10][cH:11][cH:12]2)[cH:43][c:44]([F:47])[cH:45][cH:46]1.[Li+:49].[OH-:48].[OH2:50].[OH2:56]>>[F:1][c:2]1[c:3]([C:4](=[O:5])[NH:6][c:7]2[cH:8][c:9](-[c:13]3[n:14][n:15]4[c:16]([cH:17][cH:18][cH:19][cH:20]4)[c:21]3-[c:22]3[n:23][c:24]([NH:28][c:29]4[cH:30][c:31]([CH2:35][NH2:36])[cH:32][cH:33][cH:34]4)[n:25][cH:26][cH:27]3)[cH:10][cH:11][cH:12]2)[cH:43][c:44]([F:47])[cH:45][cH:46]1. Reactants: C(CNC(=O)OCc1ccccc1)C=O, CC1=CN=C(C=C1)N, [C-]#[N+]C1CCCCC1. Reagents/catalysts: O=C(O)C(F)(F)F (trifluoroacetic acid). Run in CC(C)O (isopropyl alcohol), CC(C)O (isopropylalcohol). Conditions: temperature 22 celsius, time 20 hour. Product: Cc1ccc2nc(CCNC(=O)OCc3ccccc3)c(NC3CCCCC3)n2c1. Yield: 0.0%. RXN SMILES: CC1=CC=C(N)N=C1.[C-]#[N+]C1CCCCC1.O=CCCNC(=O)OCC1=CC=CC=C1>>CC1=CN2C(C=C1)=NC(CCNC(=O)OCC1=CC=CC=C1)=C2NC1CCCCC1. The reactants are CC1C2CC(C(/C=C/C=C(/CC3=CC(=C(C(=C3)OC)Cl)N(C(=O)CC(C4(C1O4)C)O)C)\C)OC)(NC(=O)O2)O (maytansinol), C(C(C)C)(=O)O (isobutyric acid), CC(N=C=NC(C)C)C (DIC). The reagents and catalysts are CN(C)C=1C=CN=CC1 (DMAP), C(F)(F)(F)S(=O)(=O)[O-].C(F)(F)(F)S(=O)(=O)[O-].C(F)(F)(F)S(=O)(=O)[O-].[Sc+3] (Sc(OTf)3). Solvent: C(Cl)Cl (CH2Cl2). Reaction conditions: temperature -8 celsius, time 0.5 hour. Yields the product desired product, C[C@@H]1[C@@H]2C[C@]([C@@H](/C=C/C=C(/CC3=CC(=C(C(=C3)OC)Cl)N(C(=O)C[C@@H]([C@]4([C@@H]1O4)C)OC(=O)C(C)C)C)\C)OC)(NC(=O)O2)O (ansamitocin P3). As a reaction SMILES: [CH3:1][CH:2]1[CH:27]2[O:28][C:26]2([CH3:29])[CH:25]([OH:30])[CH2:24][C:22](=[O:23])[N:21]([CH3:31])[C:14]2=[C:15]([Cl:20])[C:16]([O:18][CH3:19])=[CH:17][C:12](=[CH:13]2)[CH2:11][C:10]([CH3:32])=[CH:9][CH:8]=[CH:7][CH:6]([O:33][CH3:34])[C:5]2([OH:39])[NH:35][C:36]([O:38][CH:3]1[CH2:4]2)=[O:37].[C:40](O)(=[O:44])[CH:41]([CH3:43])[CH3:42].CC(C)N=C=NC(C)C>CN(C1C=CN=CC=1)C.C(Cl)Cl.C(S([O-])(=O)=O)(F)(F)F.C(S([O-])(=O)=O)(F)(F)F.C(S([O-])(=O)=O)(F)(F)F.[Sc+3]>[CH3:1][C@H:2]1[C@H:27]2[O:28][C@@:26]2([CH3:29])[C@@H:25]([O:30][C:40]([CH:41]([CH3:43])[CH3:42])=[O:44])[CH2:24][C:22](=[O:23])[N:21]([CH3:31])[C:14]2=[C:15]([Cl:20])[C:16]([O:18][CH3:19])=[CH:17][C:12](=[CH:13]2)[CH2:11][C:10]([CH3:32])=[CH:9][CH:8]=[CH:7][C@@H:6]([O:33][CH3:34])[C@:5]2([OH:39])[NH:35][C:36]([O:38][C@H:3]1[CH2:4]2)=[O:37] |f:5.6.7.8|. Procedure: A mixture of maytansinol (6.00 mg, 0.01062 mmol), isobutyric acid (23.60 mg, 0.2124 mmol), Sc(OTf)3 (3.14 mg, 0.00637 mmol) and DMAP (3.89 mg, 0.03186 mmol) in CH2Cl2 (1 mL) was stirred for 0.5 h at −8° C. DIC (29.49 mg, 0.2337 mmol) was added dropwise. The mixture was stirred till completion, quenched with diluted HCl, and extracted with CH2Cl2. The organic layer was washed with aq. NaHCO3, brine, and dried over anhydrous Na2SO4. The solvent was removed under reduced pressure. Chromatography (s...